From a dataset of the Open Reaction Database (ORD), a public repository of structured organic reaction records. describe an organic reaction: reactants, conditions, products, and yield Product: BrCCOC1=CC=C(C=C1)C1=CC=CC=C1 (4-(2-bromo-ethoxy)biphenyl). Procedure details: The title compound was prepared from biphenyl-4-ol via the same procedure used for the preparation of (2S)-3-[4-(2-bromo-ethoxy)-phenyl]-2-methoxy-propionic acid ethyl ester (Example 283, Step 2) to produce a white solid. MS (ES) for C14H13BrO [M−H]−: 279.1. As a reaction SMILES: [C:1]1([C:8]2[CH:13]=[CH:12][CH:11]=[CH:10][CH:9]=2)[CH:6]=[CH:5][C:4]([OH:7])=[CH:3][CH:2]=1.C(OC(=O)[C@@H](OC)CC1C=CC(O[CH2:27][CH2:28][Br:29])=CC=1)C>>[Br:29][CH2:28][CH2:27][O:7][C:4]1[CH:3]=[CH:2][C:1]([C:8]2[CH:13]=[CH:12][CH:11]=[CH:10][CH:9]=2)=[CH:6][CH:5]=1. Starting materials: C1(=CC=C(C=C1)O)C1=CC=CC=C1 (biphenyl-4-ol), C(C)OC([C@H](CC1=CC=C(C=C1)OCCBr)OC)=O ((2S)-3-[4-(2-bromo-ethoxy)-phenyl]-2-methoxy-propionic acid ethyl ester). Yields the product N1=CN=C2NC=NC2=C1N[C@@H](CC)C1=NC2=CC=CC(=C2C(N1C1=CC(=CC=C1)CC(F)(F)F)=O)F ((S)-2-(1-((9H-purin-6-yl)amino)propyl)-5-fluoro-3-(3-(2,2,2-trifluoroethyl)phenyl)quinazolin-4(3H)-one). Run in CC(C)(C)O (t-BuOH). The yield is 38.2%. Starting materials: N[C@@H](CC)C1=NC2=CC=CC(=C2C(N1C1=CC(=CC=C1)CC(F)(F)F)=O)F ((S)-2-(1-aminopropyl)-5-fluoro-3-(3-(2,2,2-trifluoroethyl)phenyl)quinazolin-4(3H)-one), BrC1=C2N=CNC2=NC=N1 (6-bromo-9H-purine), C(C)(C)N(CC)C(C)C (diisopropylethylamine). Conditions: temperature 120 celsius, time 24 hour. Reaction SMILES: [NH2:1][C@H:2]([C:5]1[N:14]([C:15]2[CH:20]=[CH:19][CH:18]=[C:17]([CH2:21][C:22]([F:25])([F:24])[F:23])[CH:16]=2)[C:13](=[O:26])[C:12]2[C:7](=[CH:8][CH:9]=[CH:10][C:11]=2[F:27])[N:6]=1)[CH2:3][CH3:4].Br[C:29]1[N:37]=[CH:36][N:35]=[C:34]2[C:30]=1[N:31]=[CH:32][NH:33]2.C(N(C(C)C)CC)(C)C>CC(O)(C)C>[N:37]1[C:29]([NH:1][C@H:2]([C:5]2[N:14]([C:15]3[CH:20]=[CH:19][CH:18]=[C:17]([CH2:21][C:22]([F:25])([F:23])[F:24])[CH:16]=3)[C:13](=[O:26])[C:12]3[C:7](=[CH:8][CH:9]=[CH:10][C:11]=3[F:27])[N:6]=2)[CH2:3][CH3:4])=[C:30]2[C:34]([NH:33][CH:32]=[N:31]2)=[N:35][CH:36]=1. Procedure details: Under nitrogen, to (S)-2-(1-aminopropyl)-5-fluoro-3-(3-(2,2,2-trifluoroethyl)phenyl)quinazolin-4(3H)-one (38 mg, 0.10 mmol, 1.0 equiv) in t-BuOH (0.2 mL) at 23° C. was added 6-bromo-9H-purine (24 mg, 0.12 mmol, 1.2 equiv) and diisopropylethylamine (35 μL, 0.20 mmol, 2.0 equiv). After stirring for 24 hr at 120° C. in a sealed tube, the reaction mixture was concentrated in vacuo and the residue was purified by preparative TLC eluting with CH2Cl2/MeOH to afford 19 mg of the title compound (38% yiel... Reactants: C1CCOC1, COC(=O)c1ccc2c(C3CCCCC3)c3n(c2c1)CC(N(C)CCN(C)C(=O)CCCS(N)(=O)=O)COc1ccccc1-3. The product is COC(=O)c1ccc2c(C3CCCCC3)c3n(c2c1)CC(N(C)CCN(C)CCCCS(N)(=O)=O)COc1ccccc1-3. RXN SMILES: [CH2:45]1[O:46][CH2:47][CH2:48][CH2:49]1.[CH3:1][O:2][C:3](=[O:4])[c:5]1[cH:6][cH:7][c:8]2[c:9]([CH:39]3[CH2:40][CH2:41][CH2:42][CH2:43][CH2:44]3)[c:10]3[n:11]([c:37]2[cH:38]1)[CH2:12][CH:13]([N:22]([CH3:23])[CH2:24][CH2:25][N:26]([CH3:27])[C:28]([CH2:29][CH2:30][CH2:31][S:32](=[O:33])(=[O:34])[NH2:35])=[O:36])[CH2:14][O:15][c:16]1[c:17]-3[cH:18][cH:19][cH:20][cH:21]1>>[CH3:1][O:2][C:3](=[O:4])[c:5]1[cH:6][cH:7][c:8]2[c:9]([CH:39]3[CH2:40][CH2:41][CH2:42][CH2:43][CH2:44]3)[c:10]3[n:11]([c:37]2[cH:38]1)[CH2:12][CH:13]([N:22]([CH3:23])[CH2:24][CH2:25][N:26]([CH3:27])[CH2:28][CH2:29][CH2:30][CH2:31][S:32](=[O:33])(=[O:34])[NH2:35])[CH2:14][O:15][c:16]1[c:17]-3[cH:18][cH:19][cH:20][cH:21]1. Starting materials: CCOC(=O)COc1cc2ncnc(N3CCC(n4c(=O)c5cc(C)ccc5n(C)c4=O)CC3)c2cc1OC, CO, Cl, [Na+], [OH-]. Yields the product COc1cc2c(N3CCC(n4c(=O)c5cc(C)ccc5n(C)c4=O)CC3)ncnc2cc1OCC(=O)O. As a reaction SMILES: [CH2:1]([CH3:2])[O:3][C:4](=[O:5])[CH2:6][O:7][c:8]1[c:9]([O:38][CH3:39])[cH:10][c:11]2[c:12]([N:18]3[CH2:19][CH2:20][CH:21]([n:24]4[c:25](=[O:37])[n:26]([CH3:36])[c:27]5[cH:28][cH:29][c:30]([CH3:35])[cH:31][c:32]5[c:33]4=[O:34])[CH2:22][CH2:23]3)[n:13][cH:14][n:15][c:16]2[cH:17]1.[CH3:43][OH:44].[ClH:42].[Na+:41].[OH-:40]>>[O:3]=[C:4]([OH:5])[CH2:6][O:7][c:8]1[c:9]([O:38][CH3:39])[cH:10][c:11]2[c:12]([N:18]3[CH2:19][CH2:20][CH:21]([n:24]4[c:25](=[O:37])[n:26]([CH3:36])[c:27]5[cH:28][cH:29][c:30]([CH3:35])[cH:31][c:32]5[c:33]4=[O:34])[CH2:22][CH2:23]3)[n:13][cH:14][n:15][c:16]2[cH:17]1. The reactants are BrCCCCCCBr (1,6-dibromohexane), C(CCC)[Li] (butyl lithium), CCCCCC (hexane), COC1=C(C=CC=C1OC)C1=CC=CC=C1 (2,3-dimethoxybiphenyl). Solvent: O1CCCC1 (tetrahydrofuran). Reaction conditions: time 2.5 hour. Product: COC1=C(C=CC=C1OC)C1=CC=CC=C1 (2,3-dimethoxybiphenyl), BrCCCCCCC1=C(C(=C(C=C1)C1=CC=CC=C1)OC)OC (4-(6-bromohexyl)-2,3-dimethoxy-1,1'-biphenyl). Reaction SMILES: C([Li])CCC.CCCCCC.[CH3:12][O:13][C:14]1[C:19]([O:20][CH3:21])=[CH:18][CH:17]=[CH:16][C:15]=1[C:22]1[CH:27]=[CH:26][CH:25]=[CH:24][CH:23]=1.[Br:28][CH2:29][CH2:30][CH2:31][CH2:32][CH2:33][CH2:34]Br>O1CCCC1>[CH3:12][O:13][C:14]1[C:19]([O:20][CH3:21])=[CH:18][CH:17]=[CH:16][C:15]=1[C:22]1[CH:27]=[CH:26][CH:25]=[CH:24][CH:23]=1.[Br:28][CH2:29][CH2:30][CH2:31][CH2:32][CH2:33][CH2:34][C:18]1[CH:17]=[CH:16][C:15]([C:22]2[CH:27]=[CH:26][CH:25]=[CH:24][CH:23]=2)=[C:14]([O:13][CH3:12])[C:19]=1[O:20][CH3:21]. Reported procedure: A solution of 2.5M butyl lithium in hexane (16 mL, 0.04 mol) was added dropwise over 15 min. to a stirred solution of 8.3 g (0.039 mol) of 2,3-dimethoxybiphenyl [J. M. Bruce and F. K. Sutcliffe, J. Chem. Soc. 4435 (1955)] in 160 mL of anhydrous tetrahydrofuran cooled at 0° under argon. The reaction mixture was stirred at 0° for 2.5 hours and then refluxed for 30 min. After cooling to 5°, 6.3 mL (0.039 mole) of 1,6-dibromohexane was added. Stirring was continued at 5° for 30 min., at 25° for 30 m... Starting materials: Cl.N[C@@H]1CC[C@H](CC1)NC(=O)C1=C(NC=2C1=NC=CC2C2=C(C=CC(=C2)OC)OCC2CC2)C (N-(trans-4-aminocyclohexyl)-7-[2-(cyclopropylmethoxy)-5-methoxyphenyl]-2-methyl-1H-pyrrolo[3,2-b]pyridine-3-carboxamide hydrochloride), C(C)(=O)Cl (acetyl chloride). Reaction SMILES: Cl.[NH2:2][C@H:3]1[CH2:8][CH2:7][C@H:6]([NH:9][C:10]([C:12]2[C:16]3=[N:17][CH:18]=[CH:19][C:20]([C:21]4[CH:26]=[C:25]([O:27][CH3:28])[CH:24]=[CH:23][C:22]=4[O:29][CH2:30][CH:31]4[CH2:33][CH2:32]4)=[C:15]3[NH:14][C:13]=2[CH3:34])=[O:11])[CH2:5][CH2:4]1.[C:35](Cl)(=[O:37])[CH3:36]>>[C:35]([NH:2][C@H:3]1[CH2:8][CH2:7][C@H:6]([NH:9][C:10]([C:12]2[C:16]3=[N:17][CH:18]=[CH:19][C:20]([C:21]4[CH:26]=[C:25]([O:27][CH3:28])[CH:24]=[CH:23][C:22]=4[O:29][CH2:30][CH:31]4[CH2:32][CH2:33]4)=[C:15]3[NH:14][C:13]=2[CH3:34])=[O:11])[CH2:5][CH2:4]1)(=[O:37])[CH3:36] |f:0.1|. Yields the product C(C)(=O)N[C@@H]1CC[C@H](CC1)NC(=O)C1=C(NC=2C1=NC=CC2C2=C(C=CC(=C2)OC)OCC2CC2)C (N-[trans-4-(Acetylamino)cyclohexyl]-7-[2-(cyclopropylmethoxy)-5-methoxyphenyl]-2-methyl-1H-pyrrolo[3,2-b]pyridine-3-carboxamide). Reported procedure: Starting from N-(trans-4-aminocyclohexyl)-7-[2-(cyclopropylmethoxy)-5-methoxyphenyl]-2-methyl-1H-pyrrolo[3,2-b]pyridine-3-carboxamide hydrochloride (example D.f15) and commercially available acetyl chloride the title compound is obtained as colorless solid. Starting materials: [I-].C[N+]1=C(C=CC=C1)Cl (1-methyl-2-chloropyridinium iodide), COC1=CC(=NC=C1)C=1C=C(N)C=CC1C (3-(4-methoxypyridin-2-yl)-4-methylaniline), C(C)(C)(C)OC(=O)NC(=S)NC(=O)OC(C)(C)C (N,N′-bis(tert-butoxycarbonyl)thiourea), C(C)(C)N(CC)C(C)C (diisopropylethylamine). The solvent is ClCCl (dichloromethane), ClCCl (dichloromethane). Run at time 2 hour. Yields the product C(C)(C)(C)OC(=O)NC(=NC1=CC(=C(C=C1)C)C1=NC=CC(=C1)OC)NC(=O)OC(C)(C)C (N,N′-bis(tert-butoxycarbonyl)-N″-(3-(4-methoxypyridin-2-yl)-4-methylphenyl)guanidine). Yield: 92.9%. RXN SMILES: [CH3:1][O:2][C:3]1[CH:8]=[CH:7][N:6]=[C:5]([C:9]2[CH:10]=[C:11]([CH:13]=[CH:14][C:15]=2[CH3:16])[NH2:12])[CH:4]=1.[C:17]([O:21][C:22]([NH:24][C:25]([NH:27][C:28]([O:30][C:31]([CH3:34])([CH3:33])[CH3:32])=[O:29])=S)=[O:23])([CH3:20])([CH3:19])[CH3:18].C(N(C(C)C)CC)(C)C.[I-].C[N+]1C=CC=CC=1Cl>ClCCl>[C:31]([O:30][C:28]([NH:27][C:25]([NH:24][C:22]([O:21][C:17]([CH3:20])([CH3:19])[CH3:18])=[O:23])=[N:12][C:11]1[CH:13]=[CH:14][C:15]([CH3:16])=[C:9]([C:5]2[CH:4]=[C:3]([O:2][CH3:1])[CH:8]=[CH:7][N:6]=2)[CH:10]=1)=[O:29])([CH3:34])([CH3:33])[CH3:32] |f:3.4|. Procedure: To a suspension of 3-(4-methoxypyridin-2-yl)-4-methylaniline (238 mg), N,N′-bis(tert-butoxycarbonyl)thiourea (368 mg) and diisopropylethylamine (0.445 ml) in dichloromethane (10 ml) was added 1-methyl-2-chloropyridinium iodide (369 mg), and the mixture was stirred for 2 hours. The mixture was diluted with dichloromethane, washed with water and brine, dried over magnesium sulfate and evaporated under reduced pressure. The residue was purified by column chromatography (silica gel 25 g, n-hexane:et... The reactants are ClC[Si](CC1=CC=C(C=C1)F)(C)C (chloromethyl-dimethyl(4-fluorobenzyl)silane), N1C=NC=C1 (imidazole), O (water). The solvent is C=1(C(=CC=CC1)C)C (xylene). Product: Cl.C[Si](CC1=CC=C(C=C1)F)(C)CN1C=NC=C1 (N-{[dimethyl-(4-fluorobenzyl)silyl]methyl}imidazole hydrochloride). Reaction SMILES: [Cl:1][CH2:2][Si:3]([CH3:13])([CH3:12])[CH2:4][C:5]1[CH:10]=[CH:9][C:8]([F:11])=[CH:7][CH:6]=1.[NH:14]1[CH:18]=[CH:17][N:16]=[CH:15]1.O>C1(C)C(C)=CC=CC=1>[ClH:1].[CH3:12][Si:3]([CH2:2][N:14]1[CH:18]=[CH:17][N:16]=[CH:15]1)([CH3:13])[CH2:4][C:5]1[CH:10]=[CH:9][C:8]([F:11])=[CH:7][CH:6]=1 |f:4.5|. Reported procedure: After dissolving 3.25 g of chloromethyl-dimethyl(4-fluorobenzyl)silane in 10 ml of xylene, 2.55 g of imidazole are added to the solution which is then refluxed for 12 hours. After adding 50 ml of water to the mixture and separating, the organic phase is washed with a total of 100 ml of water in 5 portions. The organic phase is dried over anhydrous magnesium sulfate, filtered and the filtrate is evaporated to solvent-free. The pale yellow oily residue is dissolved in 20 ml of ethyl acetate and ga... The reactants are C(C1=CC=CC=C1)ON1C(CC1C(=O)OCC1=CC=CC=C1)=O (1-benzyloxy-4-benzyloxycarbonylazetidin-2-one), O1CCCC1 (tetrahydrofuran), [BH4-].[Na+] (sodium borohydride). The solvent is O (water), C(C)(=O)O (acetic acid), O (water), C(C)(=O)OCC (ethyl acetate). Conditions: time 1 hour. Yields the product C(C1=CC=CC=C1)ON1C(CC1CO)=O (1-Benzyloxy-4-hydroxymethylazetidin-2-one). The yield is 61.0%. RXN SMILES: [CH2:1]([O:8][N:9]1[CH:12]([C:13](OCC2C=CC=CC=2)=[O:14])[CH2:11][C:10]1=[O:23])[C:2]1[CH:7]=[CH:6][CH:5]=[CH:4][CH:3]=1.O1CCCC1.[BH4-].[Na+]>C(O)(=O)C.O.C(OCC)(=O)C>[CH2:1]([O:8][N:9]1[CH:12]([CH2:13][OH:14])[CH2:11][C:10]1=[O:23])[C:2]1[CH:3]=[CH:4][CH:5]=[CH:6][CH:7]=1 |f:2.3|. Reported procedure: To a solution of 311 mg. (1 mmole) of 1-benzyloxy-4-benzyloxycarbonylazetidin-2-one in 10 ml. of tetrahydrofuran, cooled in an ice bath, was added a solution of 37 mg. of sodium borohydride in 3 ml. of water. The solution was stirred at ice bath temperature for one hour and was then poured into a separatory funnel containing 25 ml. of ethyl acetate, 25 ml. of water and 2 ml. of acetic acid. After shaking, the layers were separated and the aqueous layer was extracted twice with 25 ml. portions of... Reactants: COC=1C=C(CCl)C=CC1 (3-methoxybenzyl chloride), O1COC2=C1C=CC(=C2)C2=CCC(CC2)N2CCNCC2 (1-[4-(1,3-benzodioxol-5-yl)-3-cyclohexen-1-yl]piperazine), C(=O)([O-])[O-].[K+].[K+] (K2CO3). The product is O1COC2=C1C=CC(=C2)C2=CCC(CC2)N2CCN(CC2)CC2=CC(=CC=C2)OC (1-[4-(1,3-Benzodioxol-5-yl)-3-cyclohexen-1-yl]-4-[(3-methoxyphenyl)methyl]piperazine), product. Yield: 45.0%. RXN SMILES: [CH3:1][O:2][C:3]1[CH:4]=[C:5]([CH:8]=[CH:9][CH:10]=1)[CH2:6]Cl.[O:11]1[C:15]2[CH:16]=[CH:17][C:18]([C:20]3[CH2:25][CH2:24][CH:23]([N:26]4[CH2:31][CH2:30][NH:29][CH2:28][CH2:27]4)[CH2:22][CH:21]=3)=[CH:19][C:14]=2[O:13][CH2:12]1.C([O-])([O-])=O.[K+].[K+]>>[O:11]1[C:15]2[CH:16]=[CH:17][C:18]([C:20]3[CH2:25][CH2:24][CH:23]([N:26]4[CH2:31][CH2:30][N:29]([CH2:6][C:5]5[CH:8]=[CH:9][CH:10]=[C:3]([O:2][CH3:1])[CH:4]=5)[CH2:28][CH2:27]4)[CH2:22][CH:21]=3)=[CH:19][C:14]=2[O:13][CH2:12]1 |f:2.3.4|. Reported procedure: The title compound was prepared from 3-methoxybenzyl chloride (0.13 g, 0.8 mmole), 1-[4-(1,3-benzodioxol-5-yl)-3-cyclohexen-1-yl]piperazine (0.23 g, 0.8 mmole), and excess powdered K2CO3 as described in example 45 to give the product (45%, mp: 124-124.5° C.). Calc'd for C25H30N2O3 : C, 73.86%; H, 7.44%; N, 6.89%. Found: C, 73.88; H, 7.43%; N, 6.91%.